From a dataset of the Open Reaction Database (ORD), a public repository of structured organic reaction records. describe an organic reaction: reactants, conditions, products, and yield Starting materials: O(C1=CC=CC=C1)CC=1N=C2N(C(NC=C2)=O)C1 (2-phenoxymethyl-6H-imidazo[1,2-c]pyrimidin-5-one), ClC1=NC(=NC=C1)OC (4-chloro-2-methoxy-pyrimidine), C(=O)([O-])[O-].[Cs+].[Cs+] (Cs2CO3), C1(CCCCC1)P(C1=C(C=CC=C1)C1=C(C=C(C=C1C(C)C)C(C)C)C(C)C)C1CCCCC1 (2-dicyclohexylphosphino-2′,4′,6′-triiso-propyl-1,1′-biphenyl). Reagents/catalysts: C(C)(=O)[O-].[Pd+2].C(C)(=O)[O-] (Palladium(II)acetate). Run in O1CCOCC1 (1,4-dioxane). Reaction conditions: temperature 140 celsius, time 15 minute. Product: COC1=NC=CC(=N1)N1C(N2C(C=C1)=NC(=C2)COC2=CC=CC=C2)=O (6-(2-methoxy-pyrimidin-4-yl)-2-phenoxymethyl-6H-imidazo[1,2-c]pyrimidin-5-one). Yield: 19.9%. RXN SMILES: [O:1]([CH2:8][C:9]1[N:10]=[C:11]2[CH:16]=[CH:15][NH:14][C:13](=[O:17])[N:12]2[CH:18]=1)[C:2]1[CH:7]=[CH:6][CH:5]=[CH:4][CH:3]=1.Cl[C:20]1[CH:25]=[CH:24][N:23]=[C:22]([O:26][CH3:27])[N:21]=1.C([O-])([O-])=O.[Cs+].[Cs+].C1(P(C2CCCCC2)C2C=CC=CC=2C2C(C(C)C)=CC(C(C)C)=CC=2C(C)C)CCCCC1>O1CCOCC1.C([O-])(=O)C.[Pd+2].C([O-])(=O)C>[CH3:27][O:26][C:22]1[N:23]=[C:24]([N:14]2[CH:15]=[CH:16][C:11]3=[N:10][C:9]([CH2:8][O:1][C:2]4[CH:3]=[CH:4][CH:5]=[CH:6][CH:7]=4)=[CH:18][N:12]3[C:13]2=[O:17])[CH:25]=[CH:20][N:21]=1 |f:2.3.4,7.8.9|. Reported procedure: Palladium(II)acetate (4.2 mg, 0.019 mmol) was added to a stirred suspension of 2-phenoxymethyl-6H-imidazo[1,2-c]pyrimidin-5-one (150 mg, 0.62 mmol), 4-chloro-2-methoxy-pyrimidine (107.9 mg, 0.75 mmol), Cs2CO3 (283.6 mg, 0.87 mmol) and 2-dicyclohexylphosphino-2′,4′,6′-triiso-propyl-1,1′-biphenyl (26.7 mg, 0.056 mmol) in 1,4-dioxane (2 mL) under nitrogen and in a sealed tube. The mixture was stirred at 100° C. for 3 days and at 140° C. for 15 minutes under microwave irradiation. The solvent was ev...